The task is: describe an organic reaction: reactants, conditions, products, and yield. This data is from the Open Reaction Database (ORD), a public repository of structured organic reaction records. Reactants: [O-]Cl, [NH4+], [Na+], [Na+], [OH-], [OH-], O, Cc1ccccc1-c1nsc(S)n1. Yields the product Cc1ccccc1-c1nsc(SN)n1. Reaction SMILES: [Cl:14][O-:15].[NH4+:17].[Na+:16].[Na+:20].[OH-:18].[OH-:19].[OH2:21].[SH:1][c:2]1[n:3][c:4](-[c:7]2[c:8]([CH3:13])[cH:9][cH:10][cH:11][cH:12]2)[n:5][s:6]1>>[S:1]([c:2]1[n:3][c:4](-[c:7]2[c:8]([CH3:13])[cH:9][cH:10][cH:11][cH:12]2)[n:5][s:6]1)[NH2:17]. Starting materials: C(C)(C)(C)OC(NC(C)C1=CC(=C(C=C1)N)I)=O ([1-(4-Amino-3-iodophenyl)ethyl]carbamic acid tert-butyl ester), dichloro(bistriphenylphosphine) palladium, TEA, C1(=CC=CC=C1)C#C (phenylacetylene). The reagents and catalysts are [Cu](I)I (copper iodide). Run in C1CCOC1 (THF). Conditions: time 30 minute. Yields the product C(C)(C)(C)OC(NC(C)C1=CC(=C(C=C1)N)C#CC1=CC=CC=C1)=O ([1-(4-Amino-3-phenylethynylphenyl)ethyl]carbamic acid tert-butyl ester). The yield is 97.5%. Reaction SMILES: [C:1]([O:5][C:6](=[O:18])[NH:7][CH:8]([C:10]1[CH:15]=[CH:14][C:13]([NH2:16])=[C:12](I)[CH:11]=1)[CH3:9])([CH3:4])([CH3:3])[CH3:2].[C:19]1([C:25]#[CH:26])[CH:24]=[CH:23][CH:22]=[CH:21][CH:20]=1>C1COCC1.[Cu](I)I>[C:1]([O:5][C:6](=[O:18])[NH:7][CH:8]([C:10]1[CH:15]=[CH:14][C:13]([NH2:16])=[C:12]([C:26]#[C:25][C:19]2[CH:24]=[CH:23][CH:22]=[CH:21][CH:20]=2)[CH:11]=1)[CH3:9])([CH3:4])([CH3:3])[CH3:2]. Procedure details: [1-(4-Amino-3-iodophenyl)ethyl]carbamic acid tert-butyl ester (500 mg, 1.380 mmol, 1 eq.), dichloro(bistriphenylphosphine) palladium (48.4 mg, 0.069 mmol, 0.05 eq.) and copper iodide 13.1 mg (0.069 mmol, 0.05 eq.) were added in THF. After stirring for 30 min at room temperature, TEA (577.0 μl, 4.140 mmol, 3 eq) and phenylacetylene (197.0 μl, 1.794 mmol, 1.3 eq) were added into the reaction mixture. The reaction mixture was stirred overnight with reflux. A reaction solvent was removed in vacuo. T...